This data is from the Open Reaction Database (ORD), a public repository of structured organic reaction records. The task is: describe an organic reaction: reactants, conditions, products, and yield The reactants are C(CC)C(C(=O)OCC)C(=O)[O-] (ethyl n-propylmalonate), N1CCCCC1 (piperidine), C=O (formaldehyde). The solvent is CCO (EtOH). Conditions: temperature 23 celsius. The product is 21c, C(CC)C(C(=O)OCC)=C (Ethyl n-propylacrylate). The yield is 48.5%. As a reaction SMILES: [CH2:1]([CH:4]([C:10]([O-])=O)[C:5]([O:7][CH2:8][CH3:9])=[O:6])[CH2:2][CH3:3].N1CCCCC1.C=O>CCO>[CH2:1]([C:4](=[CH2:10])[C:5]([O:7][CH2:8][CH3:9])=[O:6])[CH2:2][CH3:3]. Procedure: To a solution of ethyl n-propylmalonate (41.3 g, 237 mmol, 1 equiv) in EtOH (500 mL) at 23° C. was added piperidine (28.1 mL, 284 mmol, 1.2 equiv) followed by aqueous formaldehyde (37%, 88 mL). Following the addition, the reaction was refluxed for 29 h. After cooling to 23° C., the mixture was partitioned between diethyl ether (500 mL) and 1.0 N HCl (800 mL). The layers were separated and the aqueous layer was extracted with diethyl ether (500 mL). The combined organic layers were washed with H2...